This data is from the Open Reaction Database (ORD), a public repository of structured organic reaction records. The task is: describe an organic reaction: reactants, conditions, products, and yield Reactants: crude title base, Cl.Cl.Cl.CC1=C(C=2C=CC=C3CCCN1C23)CCN2CCN(CC2)C2=NC=CC(=C2)C (5,6-dihydro-2-methyl-1-(2-[4-(4-methylpyridin-2-yl)piperazin-1-yl]ethyl}-4H-pyrrolo[3,2,1-ij]quinoline trihydrochloride), CC1=C(C=2C=CC=C3CCCN1C23)CCN2CCNCC2 (5,6-dihydro-2-methyl-1-[2-(piperazin-1-yl)-ethyl]-4H-pyrrolo[3,2,1-ij]quinoline), BrC1=NC=CC(=C1)C (2-bromo-4-methylpyridine), [I-].[K+] (potassium iodide). The solvent is CN(C=O)C (dimethylformamide), C(C)N(CC)CC (triethylamine). Product: CC1=C(C=2C=CC=C3CCCN1C23)CCN2CCN(CC2)C2=NC=CC(=C2)C (5,6-Dihydro-2-methyl-1-{2-[4-(4-methylpyridin-2-yl)piperazin-1-yl]ethyl}-4H-pyrrolo[3,2,1-ij]quinoline). Reaction SMILES: CC1N2C3C(CCC2)=CC=CC=3C=1CCN1CCNCC1.BrC1C=C(C)C=CN=1.[I-].[K+].Cl.Cl.Cl.[CH3:35][C:36]1[N:46]2[C:47]3[C:42]([CH2:43][CH2:44][CH2:45]2)=[CH:41][CH:40]=[CH:39][C:38]=3[C:37]=1[CH2:48][CH2:49][N:50]1[CH2:55][CH2:54][N:53]([C:56]2[CH:61]=[C:60]([CH3:62])[CH:59]=[CH:58][N:57]=2)[CH2:52][CH2:51]1>CN(C)C=O.C(N(CC)CC)C>[CH3:35][C:36]1[N:46]2[C:47]3[C:42]([CH2:43][CH2:44][CH2:45]2)=[CH:41][CH:40]=[CH:39][C:38]=3[C:37]=1[CH2:48][CH2:49][N:50]1[CH2:51][CH2:52][N:53]([C:56]2[CH:61]=[C:60]([CH3:62])[CH:59]=[CH:58][N:57]=2)[CH2:54][CH2:55]1 |f:2.3,4.5.6.7|. Procedure details: g of 5,6-dihydro-2-methyl-1-[2-(piperazin-1-yl)-ethyl]-4H-pyrrolo[3,2,1-ij]quinoline, 1.45 g of 2-bromo-4-methylpyridine, 0.175 g of potassium iodide and 3 ml of triethylamine were heated at a temperature of 85° C. for 7 hours in 50 ml of dimethylformamide. The reaction mixture was worked up as described in Example 1H), and the crude title base obtained was converted into 5,6-dihydro-2-methyl-1-(2-[4-(4-methylpyridin-2-yl)piperazin-1-yl]ethyl}-4H-pyrrolo[3,2,1-ij]quinoline trihydrochloride havin... The reactants are 3.23, C(C)(C)(C)C=1C=C(C=C(C1O)C(C)(C)C)C(CCC1=CC=CC=C1)NCP(OCC)(OCC)=O (Diethyl α-(3,5-di-tert-butyl-4-hydroxyphenyl)-N-(3-phenylpropyl)aminomethylphosphonate), C(C)(C)(C)C=1C=C(C=C(C1O)C(C)(C)C)C(CCC1=CC=CC=C1)NCP(OCC)(OCC)=O (Diethyl α-(3,5-di-tert-butyl-4-hydroxyphenyl)-N-(3-phenylpropyl)aminomethylphosphonate), 2.95, [K+].[Br-] (KBr), 6.91. The solvent is O (H2O). Product: C(C)(C)(C)C=1C=C(C=C(C1O)C(C)(C)C)C(CCC1=CC=CC=C1)NCP(O)(O)=O (α-(3,5-Di-tert-butyl-4-hydroxyphenyl)-N-(3-phenylpropyl)-aminomethylphosphonic acid). RXN SMILES: [C:1]([C:5]1[CH:6]=[C:7]([CH:16]([NH:25][CH2:26][P:27](=[O:34])([O:31]CC)[O:28]CC)[CH2:17][CH2:18][C:19]2[CH:24]=[CH:23][CH:22]=[CH:21][CH:20]=2)[CH:8]=[C:9]([C:12]([CH3:15])([CH3:14])[CH3:13])[C:10]=1[OH:11])([CH3:4])([CH3:3])[CH3:2].[K+].[Br-]>O>[C:12]([C:9]1[CH:8]=[C:7]([CH:16]([NH:25][CH2:26][P:27](=[O:28])([OH:34])[OH:31])[CH2:17][CH2:18][C:19]2[CH:20]=[CH:21][CH:22]=[CH:23][CH:24]=2)[CH:6]=[C:5]([C:1]([CH3:4])([CH3:3])[CH3:2])[C:10]=1[OH:11])([CH3:13])([CH3:14])[CH3:15] |f:1.2|. Procedure: Diethyl α-(3,5-di-tert-butyl-4-hydroxyphenyl)-N-(3-phenylpropyl)aminomethylphosphonate (compound 22, 3.0 g, 6.1 mmol) was heated at reflux in 30 ml NHCl for 24 h. The compound was extracted with chloroform, 2.5 g were obtained. Yield =94%, mp=162°-169° C. IR (KBr) 3640 cm-1 : OH, 3400 (broad): NH, 2800 and 1600: PO-H, 1430: tert-Bu, 1200: P=O, 1000 and 940: P--OH Elemental analysis: C24H36NO4P. % Calc. C 66.49 H 8.37 N 3.23 P 7.14 % Found C 66.69 H 8.52 N 2.95 P 6.91 0.2 % H2O